From a dataset of the Open Reaction Database (ORD), a public repository of structured organic reaction records. describe an organic reaction: reactants, conditions, products, and yield Reactants: CC=1NC2=CC=CC=C2C1 (2-methylindole), C(C1=CC=CC=C1)OC1=C(C=C(C=C1)Br)F (4-benzyloxy-3-fluoro bromobenzene), C([O-])([O-])=O.[K+].[K+] (potassium carbonate). Reagents/catalysts: [Cu]Br (copper (I) bromide). The solvent is CN1C(CCC1)=O (N-methylpyrrolidinone). Run at temperature 180 celsius. The product is C(C1=CC=CC=C1)OC1=C(C=C(C=C1)N1C(=CC2=CC=CC=C12)C)F (1-(4-Benzyloxy-3-fluorophenyl)-2-methyl-1H-indole). Reaction SMILES: [CH3:1][C:2]1[NH:3][C:4]2[C:9]([CH:10]=1)=[CH:8][CH:7]=[CH:6][CH:5]=2.[CH2:11]([O:18][C:19]1[CH:24]=[CH:23][C:22](Br)=[CH:21][C:20]=1[F:26])[C:12]1[CH:17]=[CH:16][CH:15]=[CH:14][CH:13]=1.C(=O)([O-])[O-].[K+].[K+]>[Cu]Br.CN1CCCC1=O>[CH2:11]([O:18][C:19]1[CH:24]=[CH:23][C:22]([N:3]2[C:4]3[C:9](=[CH:8][CH:7]=[CH:6][CH:5]=3)[CH:10]=[C:2]2[CH3:1])=[CH:21][C:20]=1[F:26])[C:12]1[CH:13]=[CH:14][CH:15]=[CH:16][CH:17]=1 |f:2.3.4|. Procedure details: To a mixture of 2-methylindole (6.23 g, 47.5 mmol), 4-benzyloxy-3-fluoro bromobenzene (14.066 g, 50 mmol), potassium carbonate (5.83 g, 55 mmol), and N-methylpyrrolidinone (500 mL) was added copper (I) bromide (1.0 g, 7 mmol). The stirred solution was heated to 180° C. and maintained for 18 hr. The reaction mixture was cooled, poured onto ice and extracted with ethyl acetate. After washing the organic layer with water and brine, and drying over anhydrous MgSO4 the solvent was removed to yield a ... Reactants: C(CCCCCCC)C=1C=NC(=NC1)C1=CC=C(C=C1)O (5-octyl-2-(4-hydroxyphenyl)pyrimidine), FC(C(C(OC(COCCCCCBr)(F)F)(F)F)(F)F)(C(F)(F)F)F (5-(2-(nonafluorobutoxy)-2,2-difluoroethoxy)-1-bromopentane). Product: C(CCCCCCC)C=1C=NC(=NC1)C1=CC=C(C=C1)OCCCCCOCC(F)(F)OC(C(C(C(F)(F)F)(F)F)(F)F)(F)F (5-Octyl-2-[4-(5-(2-(nonafluorobutoxy)-2,2-difluoroethoxy)pentyloxy)phenyl]pyrimidine), crude product. As a reaction SMILES: [CH2:1]([C:9]1[CH:10]=[N:11][C:12]([C:15]2[CH:20]=[CH:19][C:18]([OH:21])=[CH:17][CH:16]=2)=[N:13][CH:14]=1)[CH2:2][CH2:3][CH2:4][CH2:5][CH2:6][CH2:7][CH3:8].[F:22][C:23]([F:46])([C:42]([F:45])([F:44])[F:43])[C:24]([F:41])([F:40])[C:25]([F:39])([F:38])[O:26][C:27]([F:37])([F:36])[CH2:28][O:29][CH2:30][CH2:31][CH2:32][CH2:33][CH2:34]Br>>[CH2:1]([C:9]1[CH:14]=[N:13][C:12]([C:15]2[CH:20]=[CH:19][C:18]([O:21][CH2:34][CH2:33][CH2:32][CH2:31][CH2:30][O:29][CH2:28][C:27]([O:26][C:25]([F:38])([F:39])[C:24]([F:40])([F:41])[C:23]([F:22])([F:46])[C:42]([F:43])([F:44])[F:45])([F:37])[F:36])=[CH:17][CH:16]=2)=[N:11][CH:10]=1)[CH2:2][CH2:3][CH2:4][CH2:5][CH2:6][CH2:7][CH3:8]. Reported procedure: The title compound was prepared essentially as in Example 1 by combining 5-octyl-2-(4-hydroxyphenyl)pyrimidine (6.0g, 21 mmol) and 5-(2-(nonafluorobutoxy)-2,2-difluoroethoxy)-1-bromopentane (12 g, 23 mmol; prepared by combining 1,5-dibromopentane with 2-(nonafluorobutoxy)-2,2-difluoroethanol). After refluxing overnight, the resulting crude product was isolated by filtration and further purified by recrystallization from ethanol, followed by Kugelrohr distillation (b.p. 190-200° C. at 0.1 torr; y... The reactants are O=C(C(c1ccccc1)c1ccccc1)N1CCC2(CC1)NC(Cc1ccccc1)C(=O)N2Cc1ccccc1, C[Si](C)(C)Cl, CCC(C)=O, O. Product: O=C(C(c1ccccc1)c1ccccc1)N1CCC2(CC1)NC(Cc1ccccc1)C(=O)N2Cc1ccccc1, Cl. As a reaction SMILES: [CH2:1]([c:2]1[cH:3][cH:4][cH:5][cH:6][cH:7]1)[N:8]1[C:9](=[O:40])[CH:10]([CH2:33][c:34]2[cH:35][cH:36][cH:37][cH:38][cH:39]2)[NH:11][C:12]12[CH2:13][CH2:14][N:15]([C:18]([CH:19]([c:20]1[cH:21][cH:22][cH:23][cH:24][cH:25]1)[c:26]1[cH:27][cH:28][cH:29][cH:30][cH:31]1)=[O:32])[CH2:16][CH2:17]2.[CH3:42][Si:43]([CH3:44])([CH3:45])[Cl:46].[CH3:47][C:48]([CH2:49][CH3:50])=[O:51].[OH2:41]>>[CH2:1]([c:2]1[cH:3][cH:4][cH:5][cH:6][cH:7]1)[N:8]1[C:9](=[O:40])[CH:10]([CH2:33][c:34]2[cH:35][cH:36][cH:37][cH:38][cH:39]2)[NH:11][C:12]12[CH2:13][CH2:14][N:15]([C:18]([CH:19]([c:20]1[cH:21][cH:22][cH:23][cH:24][cH:25]1)[c:26]1[cH:27][cH:28][cH:29][cH:30][cH:31]1)=[O:32])[CH2:16][CH2:17]2.[ClH:46].